This data is from the Open Reaction Database (ORD), a public repository of structured organic reaction records. The task is: describe an organic reaction: reactants, conditions, products, and yield Reactants: [BH4-], CO, CC(C)C(N)C(=O)O, Cl, [Na+], [Na+], [OH-], O, O=Cc1ccc(-c2ccccc2-c2nnn[nH]2)cc1. The product is CC(C)C(NCc1ccc(-c2ccccc2-c2nnn[nH]2)cc1)C(=O)O. Reaction SMILES: [BH4-:30].[CH3:34][OH:35].[CH3:3][CH:4]([CH3:5])[CH:6]([NH2:7])[C:8]([OH:9])=[O:10].[ClH:32].[Na+:2].[Na+:31].[OH-:1].[OH2:33].[nH:11]1[n:12][n:13][n:14][c:15]1-[c:16]1[c:17](-[c:22]2[cH:23][cH:24][c:25]([CH:28]=[O:29])[cH:26][cH:27]2)[cH:18][cH:19][cH:20][cH:21]1>>[CH3:3][CH:4]([CH3:5])[CH:6]([NH:7][CH2:28][c:25]1[cH:24][cH:23][c:22](-[c:17]2[c:16](-[c:15]3[nH:11][n:12][n:13][n:14]3)[cH:21][cH:20][cH:19][cH:18]2)[cH:27][cH:26]1)[C:8]([OH:9])=[O:10]. The reactants are O1CCC2=C1C=CC(=C2)C2(CC2)C(=O)NC2=CC=C(C(=N2)C=2C=NC(=C(C2)C)OC)C (1-(2,3-dihydrobenzofuran-5-yl)-N-(6′-methoxy-3,5′-dimethyl-2,3′-bipyridin-6-yl)cyclopropanecarboxamide), I[Si](C)(C)C (iodotrimethylsilane). Solvent: C(C)#N (acetonitrile). Isolated yield 76.8%. The product is O1CCC2=C1C=CC(=C2)C2(CC2)C(=O)NC2=NC(=C(C=C2)C)C2=CNC(C(=C2)C)=O (1-(2,3-dihydrobenzofuran-5-yl)-N-(5-methyl-6-(5-methyl-6-oxo-1,6-dihydropyridin-3-yl)pyridin-2-yl)cyclopropanecarboxamide). Procedure: To 1-(2,3-dihydrobenzofuran-5-yl)-N-(6′-methoxy-3,5′-dimethyl-2,3′-bipyridin-6-yl)cyclopropanecarboxamide (98 mg, 0.24 mmol) in acetonitrile (4 mL) at 50° C. was added iodotrimethylsilane (95 mg, 0.5 mmol). The reaction was heated for one hour before being quenched with methanol (1 mL). The reaction was diluted with dichloromethane (15 mL) and washed with an aqueous saturated sodium bisulfite solution (2×15 mL). The organics were dried over sodium sulfate and evaporated to dryness. The resulting... As a reaction SMILES: [O:1]1[C:5]2[CH:6]=[CH:7][C:8]([C:10]3([C:13]([NH:15][C:16]4[N:21]=[C:20]([C:22]5[CH:23]=[N:24][C:25]([O:29]C)=[C:26]([CH3:28])[CH:27]=5)[C:19]([CH3:31])=[CH:18][CH:17]=4)=[O:14])[CH2:12][CH2:11]3)=[CH:9][C:4]=2[CH2:3][CH2:2]1.I[Si](C)(C)C>C(#N)C>[O:1]1[C:5]2[CH:6]=[CH:7][C:8]([C:10]3([C:13]([NH:15][C:16]4[CH:17]=[CH:18][C:19]([CH3:31])=[C:20]([C:22]5[CH:27]=[C:26]([CH3:28])[C:25](=[O:29])[NH:24][CH:23]=5)[N:21]=4)=[O:14])[CH2:12][CH2:11]3)=[CH:9][C:4]=2[CH2:3][CH2:2]1. As a reaction SMILES: [C:27](=[O:28])([O-:29])[O-:30].[CH2:2]([c:3]1[cH:4][cH:5][cH:6][cH:7][cH:8]1)[O:9][c:10]1[n:11][n:12]([CH2:21][CH:22]2[NH:23][CH2:24][CH2:25][CH2:26]2)[cH:13][c:14]1-[c:15]1[cH:16][cH:17][cH:18][cH:19][cH:20]1.[CH3:33][I:34].[CH3:35][N:36]([CH3:37])[CH:38]=[O:39].[ClH:1].[K+:31].[K+:32].[OH2:40]>>[CH2:2]([c:3]1[cH:4][cH:5][cH:6][cH:7][cH:8]1)[O:9][c:10]1[n:11][n:12]([CH2:21][CH:22]2[N:23]([CH3:27])[CH2:24][CH2:25][CH2:26]2)[cH:13][c:14]1-[c:15]1[cH:16][cH:17][cH:18][cH:19][cH:20]1. Reactants: O=C([O-])[O-], c1ccc(COc2nn(CC3CCCN3)cc2-c2ccccc2)cc1, CI, CN(C)C=O, Cl, [K+], [K+], O. The product is CN1CCCC1Cn1cc(-c2ccccc2)c(OCc2ccccc2)n1. The reactants are CCOc1c2c(c(OCC)c3ccccc13)C(=O)OC2=O, CC(=O)O, CN(C)c1ccncc1, ClCCl, CCOC(=O)Cc1ccc(N)c(F)c1. Yields the product CCOC(=O)Cc1ccc(N2C(=O)c3c(c(OCC)c4ccccc4c3OCC)C2=O)c(F)c1. RXN SMILES: [CH2:1]([CH3:2])[O:3][c:4]1[c:5]2[cH:6][cH:7][cH:8][cH:9][c:10]2[c:11]([O:19][CH2:20][CH3:21])[c:12]2[c:16]1[C:15](=[O:17])[O:14][C:13]2=[O:18].[CH3:36][C:37](=[O:38])[OH:39].[CH3:40][N:41]([c:42]1[cH:43][cH:44][n:45][cH:46][cH:47]1)[CH3:48].[Cl:49][CH2:50][Cl:51].[NH2:22][c:23]1[c:24]([F:35])[cH:25][c:26]([CH2:29][C:30](=[O:31])[O:32][CH2:33][CH3:34])[cH:27][cH:28]1>>[CH2:1]([CH3:2])[O:3][c:4]1[c:5]2[cH:6][cH:7][cH:8][cH:9][c:10]2[c:11]([O:19][CH2:20][CH3:21])[c:12]2[c:16]1[C:15](=[O:14])[N:22]([c:23]1[c:24]([F:35])[cH:25][c:26]([CH2:29][C:30](=[O:31])[O:32][CH2:33][CH3:34])[cH:27][cH:28]1)[C:13]2=[O:18]. Starting materials: CC(=O)OC(C)=O, Cc1ccccc1, Cc1ccc(F)cc1N. Product: CC(=O)Nc1cc(F)ccc1C. As a reaction SMILES: [CH3:10][C:11](=[O:12])[O:13][C:14](=[O:15])[CH3:16].[CH3:17][c:18]1[cH:19][cH:20][cH:21][cH:22][cH:23]1.[F:1][c:2]1[cH:3][cH:4][c:5]([CH3:9])[c:6]([NH2:7])[cH:8]1>>[F:1][c:2]1[cH:3][cH:4][c:5]([CH3:9])[c:6]([NH:7][C:11]([CH3:10])=[O:12])[cH:8]1.